Dataset: the Open Reaction Database (ORD), a public repository of structured organic reaction records. Task: describe an organic reaction: reactants, conditions, products, and yield Reactants: BrC=1C=C(C=2C=NN(C2C1)C(C)C)C(=O)NCC=1C(NC(=CC1C)C)=O (6-bromo-N-((4,6-dimethyl-2-oxo-1,2-dihydropyridin-3-yl)methyl)-1-isopropyl-1H-indazole-4-carboxamide), CC1(OB(OC1(C)C)C1=CC=C(CN2CCOCC2)C=C1)C (4-(4-(4,4,5,5-tetramethyl-1,3,2-dioxaborolan-2-yl)benzyl)morpholine), CCOC(=O)C (EtOAc), C(=O)([O-])[O-].[Na+].[Na+] (Na2CO3). The reagents and catalysts are C=1C=CC(=CC1)[P](C=2C=CC=CC2)(C=3C=CC=CC3)[Pd]([P](C=4C=CC=CC4)(C=5C=CC=CC5)C=6C=CC=CC6)([P](C=7C=CC=CC7)(C=8C=CC=CC8)C=9C=CC=CC9)[P](C=1C=CC=CC1)(C=1C=CC=CC1)C=1C=CC=CC1 (Pd(PPh3)4). The solvent is O1CCOCC1 (1,4-dioxane). Conditions: temperature 80 celsius, time 2 hour. The product is CC1=C(C(NC(=C1)C)=O)CNC(=O)C=1C=2C=NN(C2C=C(C1)C1=CC=C(C=C1)CN1CCOCC1)C(C)C (N-((4,6-dimethyl-2-oxo-1,2-dihydropyridin-3-yl)methyl)-1-isopropyl-6-(4-(morpholinomethyl)phenyl)-1H-indazole-4-carboxamide). The yield is 54.1%. RXN SMILES: Br[C:2]1[CH:3]=[C:4]([C:14]([NH:16][CH2:17][C:18]2[C:19](=[O:26])[NH:20][C:21]([CH3:25])=[CH:22][C:23]=2[CH3:24])=[O:15])[C:5]2[CH:6]=[N:7][N:8]([CH:11]([CH3:13])[CH3:12])[C:9]=2[CH:10]=1.CC1(C)C(C)(C)OB([C:35]2[CH:47]=[CH:46][C:38]([CH2:39][N:40]3[CH2:45][CH2:44][O:43][CH2:42][CH2:41]3)=[CH:37][CH:36]=2)O1.C([O-])([O-])=O.[Na+].[Na+].CCOC(C)=O>O1CCOCC1.C1C=CC([P]([Pd]([P](C2C=CC=CC=2)(C2C=CC=CC=2)C2C=CC=CC=2)([P](C2C=CC=CC=2)(C2C=CC=CC=2)C2C=CC=CC=2)[P](C2C=CC=CC=2)(C2C=CC=CC=2)C2C=CC=CC=2)(C2C=CC=CC=2)C2C=CC=CC=2)=CC=1>[CH3:24][C:23]1[CH:22]=[C:21]([CH3:25])[NH:20][C:19](=[O:26])[C:18]=1[CH2:17][NH:16][C:14]([C:4]1[C:5]2[CH:6]=[N:7][N:8]([CH:11]([CH3:13])[CH3:12])[C:9]=2[CH:10]=[C:2]([C:35]2[CH:36]=[CH:37][C:38]([CH2:39][N:40]3[CH2:45][CH2:44][O:43][CH2:42][CH2:41]3)=[CH:46][CH:47]=2)[CH:3]=1)=[O:15] |f:2.3.4,^1:70,72,91,110|. Procedure details: A solution of 6-bromo-N-((4,6-dimethyl-2-oxo-1,2-dihydropyridin-3-yl)methyl)-1-isopropyl-1H-indazole-4-carboxamide (0.30 g, 0.72 mmol), 4-(4-(4,4,5,5-tetramethyl-1,3,2-dioxaborolan-2-yl)benzyl)morpholine (0.26 g, 0.865 mmol) and Pd(PPh3)4 (0.042 g, 0.036 mmol) in 1,4-dioxane (6 mL) was purged with argon for 10 min. 2M Na2CO3 solution (0.27 g, 2.54 mmol) was then added before an additional argon purged for 10 min. The reaction mixture was stirred at 80° C. for 2 h. After completion of the reactio... Reactants: COC(CCC1=CC=C(OCCNCCCCCCCCCCCC)C=C1)(C(F)(F)F)OC (N-[2-[4-(3,3-dimethoxy-4,4,4-trifluorobut-1-yl)phenoxy]-ethyl]dodecanamine), C(#N)[BH3-].[Na+] (sodium cyanoborohydride), O=CCCC(=O)OCC (ethyl 4-oxobutyrate). Run in CO (methanol), C(C)OCC (diethyl ether). Conditions: temperature 22 celsius, time 16 hour. Yields the product C(CCCCCCCCCCC)N(CCOC1=CC=C(C=C1)CCC(C(F)(F)F)(OC)OC)CCCC(=O)OCC (4-[N-Dodecyl-N-[2-[4-(3,3-Dimethoxy-4,4,4-trifluorobut-1-yl)phenoxy]ethyl]amino]butanoic acid, ethyl ester). Yield: 72.7%. RXN SMILES: [CH3:1][O:2][C:3]([O:32][CH3:33])([C:28]([F:31])([F:30])[F:29])[CH2:4][CH2:5][C:6]1[CH:27]=[CH:26][C:9]([O:10][CH2:11][CH2:12][NH:13][CH2:14][CH2:15][CH2:16][CH2:17][CH2:18][CH2:19][CH2:20][CH2:21][CH2:22][CH2:23][CH2:24][CH3:25])=[CH:8][CH:7]=1.C([BH3-])#N.[Na+].O=[CH:39][CH2:40][CH2:41][C:42]([O:44][CH2:45][CH3:46])=[O:43]>CO.C(OCC)C>[CH2:14]([N:13]([CH2:39][CH2:40][CH2:41][C:42]([O:44][CH2:45][CH3:46])=[O:43])[CH2:12][CH2:11][O:10][C:9]1[CH:8]=[CH:7][C:6]([CH2:5][CH2:4][C:3]([O:2][CH3:1])([O:32][CH3:33])[C:28]([F:30])([F:31])[F:29])=[CH:27][CH:26]=1)[CH2:15][CH2:16][CH2:17][CH2:18][CH2:19][CH2:20][CH2:21][CH2:22][CH2:23][CH2:24][CH3:25] |f:1.2|. Reported procedure: A solution of N-[2-[4-(3,3-dimethoxy-4,4,4-trifluorobut-1-yl)phenoxy]-ethyl]dodecanamine (2.0 g, 4.2 mmol) in methanol (50 ml) was treated with sodium cyanoborohydride (0.55 g, 8.4 mmol) and ethyl 4-oxobutyrate (1.04 g, 8.4 mmol). The resulting mixture was stirred at 22° C. for 16 h, diluted with diethyl ether (350 ml), washed with water (200 ml), brine (200 ml), dried over magnesium sulfate and concentrated in vacuo. The residue was chromatographed on silica gel (hexane/AcOEt 9:1 to 6:1) to aff... Reactants: C(=O)(O)C1=CC(=NO1)OCC(=O)OCC (ethyl (5-carboxyisoxazol-3-yl)oxyacetate), CCN=C=NCCCN(C)C (EDCI), C(CC)N1C(=O)N(C(=O)C(=C1N)N)CCC (1,3-dipropyl-5,6-diaminouracil). Run in CO (methanol), CO (methanol). Run at time 2 hour. The product is C(CC)N1C(=O)N(C=2N=C(NC2C1=O)C1=CC(=NO1)OCC(=O)O)CCC (2-[5-(1,3-dipropyl-xanthin-8-yl)-isoxazol-3-yloxy]acetic acid). RXN SMILES: [C:1]([C:4]1[O:8][N:7]=[C:6]([O:9][CH2:10][C:11]([O:13]CC)=[O:12])[CH:5]=1)(O)=O.CCN=C=NCCCN(C)C.[CH2:27]([N:30]1[C:37]([NH2:38])=[C:36]([NH2:39])[C:34](=[O:35])[N:33]([CH2:40][CH2:41][CH3:42])[C:31]1=[O:32])[CH2:28][CH3:29]>CO>[CH2:40]([N:33]1[C:34](=[O:35])[C:36]2[NH:39][C:1]([C:4]3[O:8][N:7]=[C:6]([O:9][CH2:10][C:11]([OH:13])=[O:12])[CH:5]=3)=[N:38][C:37]=2[N:30]([CH2:27][CH2:28][CH3:29])[C:31]1=[O:32])[CH2:41][CH3:42]. Procedure details: To a solution of ethyl (5-carboxyisoxazol-3-yl)oxyacetate (0.5 mmol) and EDCI (0.5 mmol) in methanol (20 mL) was added a solution of 1,3-dipropyl-5,6-diaminouracil (0.5 mmol), dissolved in methanol (20 mL). The mixture was stirred at room temperature for two hours, the solvent was then removed in vacuo, water added, and the solid that formed was collected by filtration and washed with additional cold water. The intermediate amide was heated in 20 mL of 2.5 N NaOH at 70° C. for 30 minutes to affo... The reactants are ClC(C(OC1=C(C(=O)OC)C=CC(=C1)C(=O)OC)(F)F)(OC(C(C(F)(F)F)(F)F)(F)F)F (Dimethyl 2-(2-chloro-1,1,2-trifluoro-2-(perfluoropropoxy)ethoxy)terephthalate), Cl (HCl), [OH-].[K+] (potassium hydroxide), Example 6. Solvent: O (water). Conditions: temperature 25 celsius. Product: ClC(C(OC1=C(C(=O)O)C=CC(=C1)C(=O)O)(F)F)(OC(C(C(F)(F)F)(F)F)(F)F)F (2-(2-chloro-1,1,2-trifluoro-2-(perfluoropropoxy)ethoxy)terephthalic acid). As a reaction SMILES: [Cl:1][C:2]([F:32])([O:21][C:22]([F:31])([F:30])[C:23]([F:29])([F:28])[C:24]([F:27])([F:26])[F:25])[C:3]([F:20])([F:19])[O:4][C:5]1[CH:14]=[C:13]([C:15]([O:17]C)=[O:16])[CH:12]=[CH:11][C:6]=1[C:7]([O:9]C)=[O:8].[OH-].[K+].Cl>O>[Cl:1][C:2]([F:32])([O:21][C:22]([F:30])([F:31])[C:23]([F:29])([F:28])[C:24]([F:27])([F:26])[F:25])[C:3]([F:19])([F:20])[O:4][C:5]1[CH:14]=[C:13]([C:15]([OH:17])=[O:16])[CH:12]=[CH:11][C:6]=1[C:7]([OH:9])=[O:8] |f:1.2|. Procedure details: Dimethyl 2-(2-chloro-1,1,2-trifluoro-2-(perfluoropropoxy)ethoxy)terephthalate as prepared in Example 6 (50.00 g, 0.35 mol) was added to a solution of water (726 mL) and potassium hydroxide (KOH, 56.95 g) in a reaction flask. The resulting solution in the reaction flask was heated to reflux overnight, cooled to room temperature (about 25° C.) and then acidified to a pH of ˜1 by adding concentrated HCl until a precipitate formed. The resulting precipitate was filtered and dried under vacuum. Proto...